From a dataset of the Open Reaction Database (ORD), a public repository of structured organic reaction records. describe an organic reaction: reactants, conditions, products, and yield Reactants: C(C)(C)(C)OC(COC1=CC=C(C=C1)CC1C(N(C(S1)=O)C(C1=CC=CC=C1)(C1=CC=CC=C1)C1=CC=CC=C1)=O)=O (4-(2,4-dioxo-3-tritylthiazolidin-5-ylmethyl)phenoxyacetic acid t-butyl ester), O.C1(=CC=C(C=C1)S(=O)(=O)O)C (p-toluenesulfonic acid mono-hydrate), C(C)(=O)OCC (ethyl acetate). The solvent is C1(=CC=CC=C1)C (toluene). Conditions: temperature 25 celsius, time 1.5 hour. The product is O=C1SC(C(N1)=O)CC1=CC=C(OCC(=O)O)C=C1 (4-(2,4-Dioxothiazolidin-5-ylmethyl)phenoxyacetic acid). The yield is 83.1%. As a reaction SMILES: C([O:5][C:6](=[O:42])[CH2:7][O:8][C:9]1[CH:14]=[CH:13][C:12]([CH2:15][CH:16]2[S:20][C:19](=[O:21])[N:18](C(C3C=CC=CC=3)(C3C=CC=CC=3)C3C=CC=CC=3)[C:17]2=[O:41])=[CH:11][CH:10]=1)(C)(C)C.O.C1(C)C=CC(S(O)(=O)=O)=CC=1.C(OCC)(=O)C>C1(C)C=CC=CC=1>[O:21]=[C:19]1[NH:18][C:17](=[O:41])[CH:16]([CH2:15][C:12]2[CH:13]=[CH:14][C:9]([O:8][CH2:7][C:6]([OH:42])=[O:5])=[CH:10][CH:11]=2)[S:20]1 |f:1.2|. Procedure details: To a solution of 4-(2,4-dioxo-3-tritylthiazolidin-5-ylmethyl)phenoxyacetic acid t-butyl ester (6.2 g) in toluene (25 ml) was added p-toluenesulfonic acid mono-hydrate (204 mg) and the mixture was heated under reflux for 3 hours. At elevated temperature ethyl acetate (10 ml) was added and the mixture was stirred at 25° C. for 1.5 hours. The precipitated crystals were filtered to give the desired compound (2.5 g). Run at time 8 hour. Procedure details: 4-Methyl-2-[4-(trifluoromethyl)phenyl]-1,3-thiazole-5-carboxylic acid (50 mg, 0.174 mmol) and methyl 2-{[4-(2-aminoethyl)phenoxy]methyl}benzoate hydrochloride (59 mg, 0.183 mmol) were mixed in DMF (4 ml) and the mixture was then cooled in an ice-bath. TBTU (59 mg, 0.183 mmol) was added and followed by DIPEA (47.2 mg, 0.366 mmol). The mixture was stirred at room temperature overnight. Ethyl acetate and sodium hydrogencarbonate aqueous solution (sat.) were added. The two phases were separated. The... Solvent: C(C)(=O)OCC (Ethyl acetate), CN(C)C=O (DMF). The product is CC=1N=C(SC1C(=O)NCCC1=CC=C(OCC2=C(C(=O)OC)C=CC=C2)C=C1)C1=CC=C(C=C1)C(F)(F)F (Methyl 2-[(4-{2-[({4-methyl-2-[4-(trifluoromethyl)phenyl]-1,3-thiazol-5-yl}carbonyl)amino]ethyl}phenoxy)methyl]benzoate). Yield: 61.1%. As a reaction SMILES: [CH3:1][C:2]1[N:3]=[C:4]([C:10]2[CH:15]=[CH:14][C:13]([C:16]([F:19])([F:18])[F:17])=[CH:12][CH:11]=2)[S:5][C:6]=1[C:7]([OH:9])=O.Cl.[NH2:21][CH2:22][CH2:23][C:24]1[CH:41]=[CH:40][C:27]([O:28][CH2:29][C:30]2[CH:39]=[CH:38][CH:37]=[CH:36][C:31]=2[C:32]([O:34][CH3:35])=[O:33])=[CH:26][CH:25]=1.CN(C(ON1N=NC2C=CC=CC1=2)=[N+](C)C)C.[B-](F)(F)(F)F.CCN(C(C)C)C(C)C.C(=O)([O-])O.[Na+]>CN(C=O)C.C(OCC)(=O)C>[CH3:1][C:2]1[N:3]=[C:4]([C:10]2[CH:15]=[CH:14][C:13]([C:16]([F:19])([F:18])[F:17])=[CH:12][CH:11]=2)[S:5][C:6]=1[C:7]([NH:21][CH2:22][CH2:23][C:24]1[CH:25]=[CH:26][C:27]([O:28][CH2:29][C:30]2[CH:39]=[CH:38][CH:37]=[CH:36][C:31]=2[C:32]([O:34][CH3:35])=[O:33])=[CH:40][CH:41]=1)=[O:9] |f:1.2,3.4,6.7|. Starting materials: CCN(C(C)C)C(C)C (DIPEA), C(O)([O-])=O.[Na+] (sodium hydrogencarbonate), CC=1N=C(SC1C(=O)O)C1=CC=C(C=C1)C(F)(F)F (4-Methyl-2-[4-(trifluoromethyl)phenyl]-1,3-thiazole-5-carboxylic acid), Cl.NCCC1=CC=C(OCC2=C(C(=O)OC)C=CC=C2)C=C1 (methyl 2-{[4-(2-aminoethyl)phenoxy]methyl}benzoate hydrochloride), CN(C)C(=[N+](C)C)ON1C2=C(C=CC=C2)N=N1.[B-](F)(F)(F)F (TBTU). The reactants are ClCCC1=C(N=C2N(C1=O)C=CC(=C2)C)C (3-(2-chloroethyl)-2,8-dimethyl-4H-pyrido[1,2-a]pyrimidin-4-one), N1CCC(CC1)C1=CNC2=CC=CC=C12 (3-(4-piperidinyl)-1H-indole), C([O-])([O-])=O.[Na+].[Na+] (sodium carbonate), [I-].[K+] (potassium iodide). Run in CC(CC(C)=O)C (4-methyl-2-pentanone). Product: N1C=C(C2=CC=CC=C12)C1CCN(CC1)CCC1=C(N=C2N(C1=O)C=CC(=C2)C)C (3-[2-[4-(1H-indol-3-yl)-1-piperidinyl]ethyl]-2,8-dimethyl-4H-pyrido[1,2-a]pyrimidin-4-one). Reaction SMILES: Cl[CH2:2][CH2:3][C:4]1[C:9](=[O:10])[N:8]2[CH:11]=[CH:12][C:13]([CH3:15])=[CH:14][C:7]2=[N:6][C:5]=1[CH3:16].[NH:17]1[CH2:22][CH2:21][CH:20]([C:23]2[C:31]3[C:26](=[CH:27][CH:28]=[CH:29][CH:30]=3)[NH:25][CH:24]=2)[CH2:19][CH2:18]1.C(=O)([O-])[O-].[Na+].[Na+].[I-].[K+]>CC(C)CC(=O)C>[NH:25]1[C:26]2[C:31](=[CH:30][CH:29]=[CH:28][CH:27]=2)[C:23]([CH:20]2[CH2:21][CH2:22][N:17]([CH2:2][CH2:3][C:4]3[C:9](=[O:10])[N:8]4[CH:11]=[CH:12][C:13]([CH3:15])=[CH:14][C:7]4=[N:6][C:5]=3[CH3:16])[CH2:18][CH2:19]2)=[CH:24]1 |f:2.3.4,5.6|. Procedure: A mixture of 3.8 parts of 3-(2-chloroethyl)-2,8-dimethyl-4H-pyrido[1,2-a]pyrimidin-4-one, 3 parts of 3-(4-piperidinyl)-1H-indole, 10 parts of sodium carbonate, 0.1 parts of potassium iodide and 240 parts of 4-methyl-2-pentanone is stirred and refluxed for 20 hours. The reaction mixture is filtered hot over Hyflo and the filtrate is evaporated. The residue is purified by column-chromatography over silica gel using a mixture of trichloromethane and methanol (90:10 by volume) as eluent. The pure fr... Starting materials: CCOC(=O)C1(NC(=O)c2cccc(C)c2C=C(C)C)Cc2ccc(Cl)cc2C1, CCO, [K+], [OH-]. Product: CC(C)=Cc1c(C)cccc1C(=O)NC1(C(=O)O)Cc2ccc(Cl)cc2C1. RXN SMILES: [CH2:1]([CH3:2])[O:3][C:4](=[O:5])[C:6]1([NH:16][C:17]([c:18]2[c:19]([CH:25]=[C:26]([CH3:27])[CH3:28])[c:20]([CH3:24])[cH:21][cH:22][cH:23]2)=[O:29])[CH2:7][c:8]2[cH:9][cH:10][c:11]([Cl:15])[cH:12][c:13]2[CH2:14]1.[CH3:32][CH2:33][OH:34].[K+:31].[OH-:30]>>[O:3]=[C:4]([OH:5])[C:6]1([NH:16][C:17]([c:18]2[c:19]([CH:25]=[C:26]([CH3:27])[CH3:28])[c:20]([CH3:24])[cH:21][cH:22][cH:23]2)=[O:29])[CH2:7][c:8]2[cH:9][cH:10][c:11]([Cl:15])[cH:12][c:13]2[CH2:14]1. Starting materials: CCOC(=O)N1CCN(c2ccc(-c3ccnc(NC4CC(C)(C)NC(C)(C)C4)n3)s2)CC1, CCCO, ClC(Cl)Cl. The product is CC1(C)CC(Nc2nccc(-c3ccc(N4CCNCC4)s3)n2)CC(C)(C)N1. RXN SMILES: [CH2:1]([O:2][C:3](=[O:4])[N:6]1[CH2:7][CH2:8][N:9]([c:12]2[s:13][c:14](-[c:17]3[n:18][c:19]([NH:23][CH:24]4[CH2:25][C:26]([CH3:32])([CH3:33])[NH:27][C:28]([CH3:30])([CH3:31])[CH2:29]4)[n:20][cH:21][cH:22]3)[cH:15][cH:16]2)[CH2:10][CH2:11]1)[CH3:5].[CH2:38]([OH:39])[CH2:40][CH3:41].[CH:34]([Cl:35])([Cl:36])[Cl:37]>>[NH:6]1[CH2:7][CH2:8][N:9]([c:12]2[s:13][c:14](-[c:17]3[n:18][c:19]([NH:23][CH:24]4[CH2:25][C:26]([CH3:32])([CH3:33])[NH:27][C:28]([CH3:30])([CH3:31])[CH2:29]4)[n:20][cH:21][cH:22]3)[cH:15][cH:16]2)[CH2:10][CH2:11]1. Starting materials: ClC=1C=C(C=CC1Cl)N1CCNCC1 (1-(3,4-dichlorophenyl)piperazine), CC=1C=C(C=CC1C)N1CCNCC1 (1-(3,4-dimethylphenyl)piperazine). Product: ClC=1C=C(C=CC1Cl)N1CCN(CC1)CC=1C=C2NCCNC2=CC1 (6-[4-(3,4-Dichlorophenyl)piperazin-1-ylmethyl]-1,2,3,4-tetrahydroquinoxaline). As a reaction SMILES: [Cl:1][C:2]1[CH:3]=[C:4]([N:9]2[CH2:14][CH2:13][NH:12][CH2:11][CH2:10]2)[CH:5]=[CH:6][C:7]=1[Cl:8].C[C:16]1[CH:17]=[C:18]([N:23]2CC[NH:26][CH2:25][CH2:24]2)[CH:19]=[CH:20][C:21]=1[CH3:22]>>[Cl:1][C:2]1[CH:3]=[C:4]([N:9]2[CH2:14][CH2:13][N:12]([CH2:22][C:21]3[CH:20]=[C:19]4[C:18](=[CH:17][CH:16]=3)[NH:23][CH2:24][CH2:25][NH:26]4)[CH2:11][CH2:10]2)[CH:5]=[CH:6][C:7]=1[Cl:8]. Procedure: Example 7 was prepared according to Example 2 except that in Step A 1-(3,4-dichlorophenyl)piperazine is substituted for 1-(3,4-dimethylphenyl)piperazine; mp 139°-141° C. Reactants: CC(=O)C1=CC=C(C=C1)Cl (4-chloroace-tophenone), Cl.CNC (dimethylamine hydrochloride), C=O (paraformaldehyde), III, [H][H] (hydrogen), Cl.ClC1=CC=C(C=C1)C(CCN(C)C)=O (4'-chloro-3-dimethylaminopropiophenone hydrochloride), Cl (hydrochloric acid). Run in CC(=O)C (acetone), C(C)O (ethanol). Product: ClC1=CC=C(C=C1)C(CCN(C)C)=O (4'-Chloro-3-dimethylaminopropiophenone), hydrochloride salt. Reaction SMILES: [H][H].Cl.[Cl:4][C:5]1[CH:10]=[CH:9][C:8]([C:11](=[O:17])[CH2:12][CH2:13][N:14]([CH3:16])[CH3:15])=[CH:7][CH:6]=1.CC(C1C=CC(Cl)=CC=1)=O.Cl.CNC.C=O.Cl>C(O)C.CC(C)=O>[Cl:4][C:5]1[CH:6]=[CH:7][C:8]([C:11](=[O:17])[CH2:12][CH2:13][N:14]([CH3:16])[CH3:15])=[CH:9][CH:10]=1 |f:1.2,4.5|. Reported procedure: The procedure of Example 13 is followed, but the endcapper is 4'-chloro-3-dimethylaminopropiophenone (0.10 g, 0.47 mmol) to yield the ketone-functionalized macromonomer. The product has structure 1, where G1 is benzoyl, G2 through G4 are hydrogen, E is 4'-(3-di-methyl-aminopropionyl) phenyl, and DPn ≈28. This oligomer can be converted to the more useful acrylyl-terminated form by thermally induced loss of dimethylamine. 4'-Chloro-3-dimethylaminopropiophenone is prepared by treating 4'-chloro-3-d... Starting materials: C1(=CC=CC=C1)N=C=O (phenyl isocyanate), [H-].[Na+] (sodium hydride), BrCC(CC(=O)NC1=CC=CC=C1)=O (4-bromoacetoacetanilide), amide, O (water). The solvent is O1CCOCC1 (dioxane), O1CCOCC1 (dioxane). Conditions: time 5 hour. Yields the product O=C1C(=C(OC1)NC1=CC=CC=C1)C(=O)NC1=CC=CC=C1 (4,5-Dihydro-4-oxo-N-phenyl-2-(phenylamino)-3-furancarboxamide). RXN SMILES: [H-].[Na+].[C:3]1([N:9]=[C:10]=[O:11])[CH:8]=[CH:7][CH:6]=[CH:5][CH:4]=1.O.Br[CH2:14][C:15](=[O:26])[CH2:16][C:17]([NH:19][C:20]1[CH:25]=[CH:24][CH:23]=[CH:22][CH:21]=1)=[O:18]>O1CCOCC1>[O:26]=[C:15]1[CH2:14][O:11][C:10]([NH:9][C:3]2[CH:8]=[CH:7][CH:6]=[CH:5][CH:4]=2)=[C:16]1[C:17]([NH:19][C:20]1[CH:25]=[CH:24][CH:23]=[CH:22][CH:21]=1)=[O:18] |f:0.1|. Reported procedure: Under a nitrogen atmosphere, sodium hydride (97%; 0.633 g, 25.61 mmol) was weighed into a dry reaction vessel and covered with 55 ml of anhydrous dioxane. A solution of phenyl isocyanate (1.39 ml, 12.81 mmol) in 5 ml of anhydrous dioxane was then added over a 5-10 minute period at room temperature (cooling with cold water). Next, the 4-bromoacetoacetanilide (3.28 g, 12.8 mmol) was added portionwise over a 20-minute period. The reaction mixture was stirred at 20°-25° C. for 5 hours, filtered unde... Starting materials: FC(C(=O)O)(F)F.C(C)C1=CC=C(C=C1)C1CC(CN(C1)C(=O)N1CCCC1)N (5-(4-Ethylphenyl)-1-(pyrrolidin-1-ylcarbonyl)piperidine-3-amine trifluoroacetate), COC=1C=C(C(=O)O)C=CC1 (3-methoxybenzoic acid). Product: C(C)C1=CC=C(C=C1)C1CC(CN(C1)C(=O)N1CCCC1)NC(C1=CC(=CC=C1)OC)=O (N-[5-(4-Ethylphenyl)-1-(pyrrolidin-1-ylcarbonyl)piperidin-3-yl]-3-methoxybenzamide). RXN SMILES: FC(F)(F)C(O)=O.[CH2:8]([C:10]1[CH:15]=[CH:14][C:13]([CH:16]2[CH2:21][N:20]([C:22]([N:24]3[CH2:28][CH2:27][CH2:26][CH2:25]3)=[O:23])[CH2:19][CH:18]([NH2:29])[CH2:17]2)=[CH:12][CH:11]=1)[CH3:9].[CH3:30][O:31][C:32]1[CH:33]=[C:34]([CH:38]=[CH:39][CH:40]=1)[C:35](O)=[O:36]>>[CH2:8]([C:10]1[CH:11]=[CH:12][C:13]([CH:16]2[CH2:21][N:20]([C:22]([N:24]3[CH2:25][CH2:26][CH2:27][CH2:28]3)=[O:23])[CH2:19][CH:18]([NH:29][C:35](=[O:36])[C:34]3[CH:38]=[CH:39][CH:40]=[C:32]([O:31][CH3:30])[CH:33]=3)[CH2:17]2)=[CH:14][CH:15]=1)[CH3:9] |f:0.1|. Reported procedure: 83 mg (75% pure, 0.15 mmol) of 5-(4-ethylphenyl)-1-(pyrrolidin-1-ylcarbonyl)piperidine-3-amine trifluoroacetate (Example 12A) and 25 mg (0.17 mmol, 1.1 eq.) of 3-methoxybenzoic acid were reacted according to General Method 1. Yield: 47 mg (72% of theory) Starting materials: [BH4-], CCOc1ccc(C(=O)CN2CCOCC2)cc1-c1nc2c(C)cccc2c(=O)[nH]1, CCO, [Na+]. The product is CCOc1ccc(C(O)CN2CCOCC2)cc1-c1nc2c(C)cccc2c(=O)[nH]1. Reaction SMILES: [BH4-:31].[CH2:1]([CH3:2])[O:3][c:4]1[c:5](-[c:19]2[n:20][c:21]3[c:22]([CH3:30])[cH:23][cH:24][cH:25][c:26]3[c:27](=[O:29])[nH:28]2)[cH:6][c:7]([C:10]([CH2:11][N:12]2[CH2:13][CH2:14][O:15][CH2:16][CH2:17]2)=[O:18])[cH:8][cH:9]1.[CH3:33][CH2:34][OH:35].[Na+:32]>>[CH2:1]([CH3:2])[O:3][c:4]1[c:5](-[c:19]2[n:20][c:21]3[c:22]([CH3:30])[cH:23][cH:24][cH:25][c:26]3[c:27](=[O:29])[nH:28]2)[cH:6][c:7]([CH:10]([CH2:11][N:12]2[CH2:13][CH2:14][O:15][CH2:16][CH2:17]2)[OH:18])[cH:8][cH:9]1.